This data is from the Open Reaction Database (ORD), a public repository of structured organic reaction records. The task is: describe an organic reaction: reactants, conditions, products, and yield Reactants: FC(C1=CC=C(C=C1)C=1N=C(NC1)C(C)C1(COC1)N)(F)F (3-(1-{4-[4-(Trifluoromethyl)phenyl]-1H-imidazol-2-yl}ethyl)oxetan-3-amine). Run in C(C)O (ethanol). Yields the product FC(C1=CC=C(C=C1)C=1N=C(NC1)[C@H](C)C1(COC1)N)(F)F (3-[(1R)-1-{4-[4-(Trifluoromethyl)phenyl]-1H-imidazol-2-yl}ethyl]oxetan-3-amine). As a reaction SMILES: [F:1][C:2]([F:22])([F:21])[C:3]1[CH:8]=[CH:7][C:6]([C:9]2[N:10]=[C:11]([CH:14]([C:16]3([NH2:20])[CH2:19][O:18][CH2:17]3)[CH3:15])[NH:12][CH:13]=2)=[CH:5][CH:4]=1>C(O)C>[F:22][C:2]([F:1])([F:21])[C:3]1[CH:8]=[CH:7][C:6]([C:9]2[N:10]=[C:11]([C@@H:14]([C:16]3([NH2:20])[CH2:17][O:18][CH2:19]3)[CH3:15])[NH:12][CH:13]=2)=[CH:5][CH:4]=1. Procedure details: Racemic 3-(1-{4-[4-(trifluoromethyl)phenyl]-1H-imidazol-2-yl}ethyl)oxetan-3-amine (Example 12, 0.410 g, 1.32 mmol) was dissolved in ethanol (8.2 mL). Enantiomers were separated by chiral preparative HPLC under basic conditions at ambient temperature on a Chiralpak AD-H column (250*, 21.2 mm i.d) supplied by Daicel Chemical Industries. A flow rate of 18 mL/min was used with a mobile phase of: 70% heptane+30% IPA+0.3% diethylamine (v/v) supplied by an Agilent 1200 prep pump. An injection volume of... Reactants: C(C)(C)(C)S(=O)N=CCCCCC(=O)OC (methyl 6-((tert-butylsulfinyl)imino)hexanoate), BrC1=C(C=NC=C1OC)OC (4-bromo-3,5-dimethoxypyridine), [Li]CCCC (n-BuLi), hexanes, [NH4+].[Cl-] (NH4Cl). Solvent: C1CCOC1 (THF), C1CCOC1 (THF), O (water), CCOCC (Et2O). Reaction conditions: temperature -78 celsius, time 10 minute. Product: COC=1C=NC=C(C1C(CCCCC(=O)OC)NS(=O)C(C)(C)C)OC (methyl 6-(3,5-dimethoxypyridin-4-yl)-6-(1,1-dimethylethylsulfinamido)hexanoate). Reaction SMILES: Br[C:2]1[C:7]([O:8][CH3:9])=[CH:6][N:5]=[CH:4][C:3]=1[O:10][CH3:11].[Li]CCCC.[C:17]([S:21]([N:23]=[CH:24][CH2:25][CH2:26][CH2:27][CH2:28][C:29]([O:31][CH3:32])=[O:30])=[O:22])([CH3:20])([CH3:19])[CH3:18].[NH4+].[Cl-]>C1COCC1.O.CCOCC>[CH3:11][O:10][C:3]1[CH:4]=[N:5][CH:6]=[C:7]([O:8][CH3:9])[C:2]=1[CH:24]([NH:23][S:21]([C:17]([CH3:20])([CH3:19])[CH3:18])=[O:22])[CH2:25][CH2:26][CH2:27][CH2:28][C:29]([O:31][CH3:32])=[O:30] |f:3.4|. Procedure details: A cooled (−78° C.) solution of commercially available 4-bromo-3,5-dimethoxypyridine (4.998 g; 22.92 mmol) in anh. THF (90 ml), under nitrogen, was treated dropwise with a solution of 1.6 M n-BuLi in hexanes (14.30 ml; 22.88 mmol). The resulting solution was further stirred at −78° C. for 10 min. A solution of methyl 6-((tert-butylsulfinyl)imino)hexanoate (3.780 g; 15.28 mmol) in anh. THF (10 ml) was then added to the cooled reaction mixture, and stirring at −78° C. was continued for 60 min. The ... Reactants: CCCCCCCCC#Cc1cc(OC)ccc1C(=O)N(C)OC, [Mg+]Cc1ccccc1, C1CCOC1, [Cl-]. The product is CCCCCCCCC#Cc1cc(OC)ccc1C(=O)Cc1ccccc1. RXN SMILES: [C:1](#[C:2][CH2:3][CH2:4][CH2:5][CH2:6][CH2:7][CH2:8][CH2:9][CH3:10])[c:11]1[c:12]([C:13](=[O:14])[N:15]([CH3:16])[O:17][CH3:18])[cH:19][cH:20][c:21]([O:23][CH3:24])[cH:22]1.[CH2:26]([c:27]1[cH:28][cH:29][cH:30][cH:31][cH:32]1)[Mg+:33].[CH2:34]1[O:35][CH2:36][CH2:37][CH2:38]1.[Cl-:25]>>[C:1](#[C:2][CH2:3][CH2:4][CH2:5][CH2:6][CH2:7][CH2:8][CH2:9][CH3:10])[c:11]1[c:12]([C:13](=[O:14])[CH2:26][c:27]2[cH:28][cH:29][cH:30][cH:31][cH:32]2)[cH:19][cH:20][c:21]([O:23][CH3:24])[cH:22]1.